This data is from the Open Reaction Database (ORD), a public repository of structured organic reaction records. The task is: describe an organic reaction: reactants, conditions, products, and yield Reactants: [Al+3], CCCCCCN1CC2C(C1=O)C2(C)c1cccc(O)c1, [H-], [H-], [H-], [H-], [Li+], C1CCOC1. The product is CCCCCCN1CC2C(C1)C2(C)c1cccc(O)c1. Reaction SMILES: [Al+3:23].[CH2:1]([CH2:2][CH2:3][CH2:4][CH2:5][CH3:6])[N:7]1[C:8](=[O:21])[CH:9]2[C:10]([CH3:13])([c:14]3[cH:15][c:16]([OH:20])[cH:17][cH:18][cH:19]3)[CH:11]2[CH2:12]1.[H-:22].[H-:25].[H-:26].[H-:27].[Li+:24].[O:28]1[CH2:29][CH2:30][CH2:31][CH2:32]1>>[CH2:1]([CH2:2][CH2:3][CH2:4][CH2:5][CH3:6])[N:7]1[CH2:8][CH:9]2[C:10]([CH3:13])([c:14]3[cH:15][c:16]([OH:20])[cH:17][cH:18][cH:19]3)[CH:11]2[CH2:12]1. Reactants: OC(CC#C)C(CCC)=C (4-hydroxy-5-methylene-1-octyne), N1C=NC=C1 (imidazole), O (water), C(C)[Si](Cl)(CC)CC (triethychlorosilane). Solvent: CN(C=O)C (dimethylformamide). Conditions: time 30 minute. The product is C=C(C(CC#C)O[Si](CC)(CC)CC)CCC (5-Methylene-4-triethylsilyloxy-1-octyne). RXN SMILES: [OH:1][CH:2]([C:6](=[CH2:10])[CH2:7][CH2:8][CH3:9])[CH2:3][C:4]#[CH:5].N1C=CN=C1.[CH2:16]([Si:18]([CH2:22][CH3:23])([CH2:20][CH3:21])Cl)[CH3:17].O>CN(C)C=O>[CH2:10]=[C:6]([CH2:7][CH2:8][CH3:9])[CH:2]([O:1][Si:18]([CH2:22][CH3:23])([CH2:20][CH3:21])[CH2:16][CH3:17])[CH2:3][C:4]#[CH:5]. Reported procedure: To a solution of 30.0 g. of 4-hydroxy-5-methylene-1-octyne and 31.02 g. of imidazole in 80 ml of dimethylformamide at 0° C., is added 40.9 g. of triethychlorosilane. The mixture is stirred at room temperature for 30 minutes, poured into cold water and extracted with petroleum ether. The petroleum ether is removed and the residue is distilled. The product is recovered in the fraction boiling at 103°-106° C. (1.5 mm.). The reactants are C1(=CC=CC=C1)OC(=O)N1C[C@@H](CC1)NC(=O)OC(C)(C)C ((R)-3-tert-Butoxycarbonylamino-pyrrolidine-1-carboxylic acid phenyl ester), C(C1=CC=CC=C1)N1C[C@@H](CC1)N ((R)-1-benzyl-pyrrolidin-3-ylamine). Solvent: CN1CCCC1=O (NMP). Reaction conditions: temperature 100 celsius. Product: C(C)(C)(C)OC(N[C@H]1CN(CC1)C(N[C@H]1CN(CC1)CC1=CC=CC=C1)=O)=O ([(R)-1-((R)-1-Benzyl-pyrrolidin-3-ylcarbamoyl)-pyrrolidin-3-yl]-carbamic acid tert-butyl ester). Reaction SMILES: C1(O[C:8]([N:10]2[CH2:14][CH2:13][C@@H:12]([NH:15][C:16]([O:18][C:19]([CH3:22])([CH3:21])[CH3:20])=[O:17])[CH2:11]2)=[O:9])C=CC=CC=1.[CH2:23]([N:30]1[CH2:34][CH2:33][C@@H:32]([NH2:35])[CH2:31]1)[C:24]1[CH:29]=[CH:28][CH:27]=[CH:26][CH:25]=1>CN1C(=O)CCC1>[C:19]([O:18][C:16](=[O:17])[NH:15][C@@H:12]1[CH2:13][CH2:14][N:10]([C:8](=[O:9])[NH:35][C@@H:32]2[CH2:33][CH2:34][N:30]([CH2:23][C:24]3[CH:29]=[CH:28][CH:27]=[CH:26][CH:25]=3)[CH2:31]2)[CH2:11]1)([CH3:20])([CH3:21])[CH3:22]. Procedure details: (R)-3-tert-Butoxycarbonylamino-pyrrolidine-1-carboxylic acid phenyl ester (1 eq.) and (R)-1-benzyl-pyrrolidin-3-ylamine (1 eq.) are dissolved in NMP and heated at 100° C. for 1 hour. Reactants: COC(=O)c1ccc2c(ccn2C)c1, CCOC(C)=O, O=[N+]([O-])c1ccc(CBr)cc1, C1COCCO1. The product is COC(=O)c1ccc2c(c1)c(Cc1ccc([N+](=O)[O-])cc1)cn2C. Reaction SMILES: [CH3:1][O:2][C:3](=[O:4])[c:5]1[cH:6][c:7]2[cH:8][cH:9][n:10]([CH3:14])[c:11]2[cH:12][cH:13]1.[CH3:32][CH2:33][O:34][C:35](=[O:36])[CH3:37].[N+:15](=[O:16])([O-:17])[c:18]1[cH:19][cH:20][c:21]([CH2:22][Br:23])[cH:24][cH:25]1.[O:26]1[CH2:27][CH2:28][O:29][CH2:30][CH2:31]1>>[CH3:1][O:2][C:3](=[O:4])[c:5]1[cH:6][c:7]2[c:8]([CH2:22][c:21]3[cH:20][cH:19][c:18]([N+:15](=[O:16])[O-:17])[cH:25][cH:24]3)[cH:9][n:10]([CH3:14])[c:11]2[cH:12][cH:13]1. Starting materials: C(=O)[O-].[NH4+] (Ammonium formate), C(C1=CC=CC=C1)OC(NCCC=1OC(=CN1)CC)=O ([2-(5-Ethyl-oxazol-2-yl)-ethyl]-carbamic acid benzyl ester). Reported procedure: Ammonium formate (0.316 g, 5 mmol) is added to a solution of [2-(5-ethyl-oxazol-2-yl)-ethyl]-carbamic acid benzyl ester (step 3) (1.66 mmol) in methanol (15 ml) and 10% Pd on carbon (125 mg) is added under an inert atmosphere. The mixture is stirred at ambient temperature for 2 hours. The catalyst is removed by filtration and the filtrate is evaporated. The residue is diluted with dichloromethane, filtered to remove undissolved solid and the solvent is removed. The residue is dissolved in DCM an... Yields the product C(C)C1=CN=C(O1)CCN (2-(5-Ethyl-oxazol-2-yl)-ethylamine). RXN SMILES: C([O-])=O.[NH4+].C(OC(=O)[NH:14][CH2:15][CH2:16][C:17]1[O:18][C:19]([CH2:22][CH3:23])=[CH:20][N:21]=1)C1C=CC=CC=1>CO.[Pd]>[CH2:22]([C:19]1[O:18][C:17]([CH2:16][CH2:15][NH2:14])=[N:21][CH:20]=1)[CH3:23] |f:0.1|. Solvent: CO (methanol). Reaction conditions: time 2 hour. The reagents and catalysts are [Pd] (Pd on carbon). The reactants are CCOC(=O)Cc1ccc(N2Cc3c(c(OCC)c4ccccc4c3OCC)C2=O)c(F)c1, CCO, [Na+], [OH-]. Yields the product CCOc1c2c(c(OCC)c3ccccc13)C(=O)N(c1ccc(CC(=O)O)cc1F)C2. RXN SMILES: [CH2:1]([CH3:2])[O:3][c:4]1[c:5]2[c:6]([c:7]([O:27][CH2:28][CH3:29])[c:8]3[c:12]1[CH2:11][N:10]([c:13]1[c:14]([F:25])[cH:15][c:16]([CH2:19][C:20](=[O:21])[O:22][CH2:23][CH3:24])[cH:17][cH:18]1)[C:9]3=[O:26])[cH:30][cH:31][cH:32][cH:33]2.[CH3:36][CH2:37][OH:38].[Na+:35].[OH-:34]>>[CH2:1]([CH3:2])[O:3][c:4]1[c:5]2[c:6]([c:7]([O:27][CH2:28][CH3:29])[c:8]3[c:12]1[CH2:11][N:10]([c:13]1[c:14]([F:25])[cH:15][c:16]([CH2:19][C:20](=[O:21])[OH:22])[cH:17][cH:18]1)[C:9]3=[O:26])[cH:30][cH:31][cH:32][cH:33]2. The reactants are CC=1C=CC(=C(C(=O)O)C1)C=1C=NN(C1)C (5-methyl-2-(1-methyl-1H-pyrazol-4-yl)benzoic acid), CN1N=CC=C1B1OC(C(O1)(C)C)(C)C (1-methyl-5-(4,4,5,5-tetramethyl-1,3,2-dioxaborolan-2-yl)-1H-pyrazole). The product is CC=1C=CC(=C(C(=O)O)C1)C1=CC=NN1C (5-Methyl-2-(1-methyl-1H-pyrazol-5-yl)benzoic acid). As a reaction SMILES: [CH3:1][C:2]1[CH:3]=[CH:4][C:5]([C:11]2[CH:12]=NN(C)C=2)=[C:6]([CH:10]=1)[C:7]([OH:9])=[O:8].[CH3:17][N:18]1C(B2OC(C)(C)C(C)(C)O2)=C[CH:20]=[N:19]1>>[CH3:1][C:2]1[CH:3]=[CH:4][C:5]([C:11]2[N:19]([CH3:20])[N:18]=[CH:17][CH:12]=2)=[C:6]([CH:10]=1)[C:7]([OH:9])=[O:8]. Procedure details: The title compound was synthesized following the same general protocol as described for 5-methyl-2-(1-methyl-1H-pyrazol-4-yl)benzoic acid in Example A1, using 1-methyl-5-(4,4,5,5-tetramethyl-1,3,2-dioxaborolan-2-yl)-1H-pyrazole. ESI-MS (m/z): 217 [M+1]+. Reactants: [BH4-], CN, CO, [Na+], O, O=Cc1ccc2cc[nH]c2c1. Product: CNCc1ccc2cc[nH]c2c1. As a reaction SMILES: [BH4-:14].[CH3:12][NH2:13].[CH3:17][OH:18].[Na+:15].[OH2:16].[nH:1]1[cH:2][cH:3][c:4]2[cH:5][cH:6][c:7]([CH:10]=[O:11])[cH:8][c:9]12>>[nH:1]1[cH:2][cH:3][c:4]2[cH:5][cH:6][c:7]([CH2:10][NH:13][CH3:12])[cH:8][c:9]12.